describe an organic reaction: reactants, conditions, products, and yield From a dataset of the Open Reaction Database (ORD), a public repository of structured organic reaction records. Reactants: C(C)NC(NC(SC)=N)=O (methyl 4-ethylthioallophanimidate), formula II, C=1(C(=CC=CC1)N=C=O)C (o-tolylisocyanate). Run in C1=CC=CC=C1 (benzene), C1=CC=CC=C1 (benzene). Run at time 15 minute. The product is C(C)NC(=O)N=C(NC(=O)NC1=C(C=CC=C1)C)SC (methyl N-ethylcarbamoyl-4-(o-tolyl)-thioallophanimidate). RXN SMILES: [CH2:1]([NH:3][C:4](=[O:10])[NH:5][C:6](=[NH:9])[S:7][CH3:8])[CH3:2].[C:11]1([CH3:20])[C:12]([N:17]=[C:18]=[O:19])=[CH:13][CH:14]=[CH:15][CH:16]=1>C1C=CC=CC=1>[CH2:1]([NH:3][C:4]([N:5]=[C:6]([S:7][CH3:8])[NH:9][C:18]([NH:17][C:12]1[CH:13]=[CH:14][CH:15]=[CH:16][C:11]=1[CH3:20])=[O:19])=[O:10])[CH3:2]. Procedure: To 5 parts of methyl 4-ethylthioallophanimidate (a compound of formula II) in 30 ml benzene was added 4.1 parts o-tolylisocyanate in 15 ml benzene. After stirring for 15 minutes at room temperature, the resulting solids were filtered off and recrystallized from benzene to give methyl N-ethylcarbamoyl-4-(o-tolyl)-thioallophanimidate (a compound of formula I), m.p. 152°-153° C. Starting materials: N-(3-methylbenzoyl)propyleneimine, O1CCCC1 (tetrahydrofuran), C(CCC)[Li] (n-butyl lithium), CCCCCC (hexane), C(C)(C)(C)OC(=O)NC1=NC=CC(=C1)C (2-tert-butoxycarbonylamino-4-methylpyridine), O1CCCC1 (tetrahydrofuran). Solvent: [Cl-].[Na+].O (brine). Reaction conditions: temperature -78 celsius. Yields the product C(C)(C)(C)OC(=O)NC1=NC=CC(=C1)CC(=O)C1=CC(=CC=C1)C (2-(2-tert-butoxycarbonylamino-4-pyridyl)-1-(3-methylphenyl)ethanone). Yield: 81.0%. RXN SMILES: [C:1]([O:5][C:6]([NH:8][C:9]1[CH:14]=[C:13]([CH3:15])[CH:12]=[CH:11][N:10]=1)=[O:7])([CH3:4])([CH3:3])[CH3:2].[CH2:16]([Li])CCC.[CH3:21][CH2:22][CH2:23][CH2:24][CH2:25][CH3:26].[O:27]1CCC[CH2:28]1>[Cl-].[Na+].O>[C:1]([O:5][C:6]([NH:8][C:9]1[CH:14]=[C:13]([CH2:15][C:28]([C:23]2[CH:22]=[CH:21][CH:26]=[C:25]([CH3:16])[CH:24]=2)=[O:27])[CH:12]=[CH:11][N:10]=1)=[O:7])([CH3:4])([CH3:3])[CH3:2] |f:4.5.6|. Procedure: A solution of 2-tert-butoxycarbonylamino-4-methylpyridine (146 g, 0.700 mol) in anhydrous tetrahydrofuran (1.30 L) was cooled to −78° C. and, with stirring, a solution of 1.6 M n-butyl lithium in hexane (875 mL, 1.40 mol) was added dropwise. After the completion of the dropwise addition, the mixture was stirred at 0° C. for 30 min. and cooled to −78° C. A solution of N-(3-methylbenzoyl)propyleneimine (123 g, 0.700 mol) in anhydrous tetrahydrofuran (130 mL) was added dropwise. After the completio... Reactants: CS(C)=O, CSCc1cc(F)cc2c(C(CCOS(C)(=O)=O)c3ccc(Cl)cc3F)c[nH]c12, N#C[K]. Product: CSCc1cc(F)cc2c(C(CCC#N)c3ccc(Cl)cc3F)c[nH]c12. As a reaction SMILES: [CH3:33][S:34]([CH3:35])=[O:36].[CH3:4][S:5]([O:6][CH2:9][CH2:10][CH:11]([c:12]1[cH:13][nH:14][c:15]2[c:16]([CH2:22][S:23][CH3:24])[cH:17][c:18]([F:21])[cH:19][c:20]12)[c:25]1[c:26]([F:32])[cH:27][c:28]([Cl:31])[cH:29][cH:30]1)(=[O:7])=[O:8].[K:1][C:2]#[N:3]>>[C:2](#[N:3])[CH2:9][CH2:10][CH:11]([c:12]1[cH:13][nH:14][c:15]2[c:16]([CH2:22][S:23][CH3:24])[cH:17][c:18]([F:21])[cH:19][c:20]12)[c:25]1[c:26]([F:32])[cH:27][c:28]([Cl:31])[cH:29][cH:30]1. Starting materials: CO, [H][H], NC(=O)c1cnc(N)c([N+](=O)[O-])c1. Yields the product NC(=O)c1cnc(N)c(N)c1. RXN SMILES: [CH3:16][OH:17].[H:14][H:15].[NH2:1][c:2]1[n:3][cH:4][c:5]([C:6](=[O:7])[NH2:8])[cH:9][c:10]1[N+:11]([O-:12])=[O:13]>>[NH2:1][c:2]1[n:3][cH:4][c:5]([C:6](=[O:7])[NH2:8])[cH:9][c:10]1[NH2:11]. Yields the product CCOC(=O)COc1ccc2c(c1)CCC2(C)C. The reactants are CCOC(=O)CBr, CC1(C)CCc2cc(O)ccc21, [H-], [Na+], C1CCOC1. As a reaction SMILES: [Br:15][CH2:16][C:17](=[O:18])[O:19][CH2:20][CH3:21].[CH3:3][C:4]1([CH3:14])[CH2:5][CH2:6][c:7]2[cH:8][c:9]([OH:13])[cH:10][cH:11][c:12]21.[H-:1].[Na+:2].[O:22]1[CH2:23][CH2:24][CH2:25][CH2:26]1>>[CH3:3][C:4]1([CH3:14])[CH2:5][CH2:6][c:7]2[cH:8][c:9]([O:13][CH2:16][C:17](=[O:18])[O:19][CH2:20][CH3:21])[cH:10][cH:11][c:12]21. The reactants are ClC1=NC=C(C(=N1)Cl)F (2,4-dichloro-5-fluoropyrimidine), NC1=NC(=CC=C1)C (2-amino-6-methylpyridine). Product: ClC1=NC=C(C(=N1)NC1=NC(=CC=C1)C)F (2-chloro-5-fluoro-N4-(6-methylpyridin-2-yl)-4-pyrimidineamine). RXN SMILES: [Cl:1][C:2]1[N:7]=[C:6](Cl)[C:5]([F:9])=[CH:4][N:3]=1.[NH2:10][C:11]1[CH:16]=[CH:15][CH:14]=[C:13]([CH3:17])[N:12]=1>>[Cl:1][C:2]1[N:7]=[C:6]([NH:10][C:11]2[CH:16]=[CH:15][CH:14]=[C:13]([CH3:17])[N:12]=2)[C:5]([F:9])=[CH:4][N:3]=1. Reported procedure: In like manner to the preparation of 2-chloro-5-fluoro-N4-[3-(1H-tetrazol-5-yl)phenyl]-4-pyrimidineamine the reaction of 2,4-dichloro-5-fluoropyrimidine with 2-amino-6-methylpyridine gave 2-chloro-5-fluoro-N4-(6-methylpyridin-2-yl)-4-pyrimidineamine. 1H NMR (CDCl3): δ 8.23 (s, 1H), 8.19 (s, 1H), 8.12 (d, 1H, J=3 Hz), 7.55 (bs, 1H), 7.69 (t, 1H, J=7.4 Hz), 9.35 (d, 1H, J=7.5 Hz); 19F NMR (CDCl3): −44073; LCMS: purity: 96%; MS (m/e): 239 (M+).